From a dataset of the Open Reaction Database (ORD), a public repository of structured organic reaction records. describe an organic reaction: reactants, conditions, products, and yield The reactants are O.NN (hydrazine hydrate), ClC=1C=CC2=C(C(CCC(N2)=S)C2=C(C=CC=C2)F)C1 (7-chloro-5-(2-fluorophenyl)-1,3,4,5-tetrahydro-2H-1-benzazepine-2-thione). The solvent is O1CCCC1 (tetrahydrofuran). Run at time 2 hour. Yields the product ClC=1C=CC2=C(C(CCC(N2)NN)C2=C(C=CC=C2)F)C1 (7-chloro-5-(2-fluorophenyl)-2-hydrazino-4,5-dihydro-2H-1-benzazepine). Reaction SMILES: O.[NH2:2][NH2:3].[Cl:4][C:5]1[CH:6]=[CH:7][C:8]2[NH:14][C:13](=S)[CH2:12][CH2:11][CH:10]([C:16]3[CH:21]=[CH:20][CH:19]=[CH:18][C:17]=3[F:22])[C:9]=2[CH:23]=1>O1CCCC1>[Cl:4][C:5]1[CH:6]=[CH:7][C:8]2[NH:14][CH:13]([NH:2][NH2:3])[CH2:12][CH2:11][CH:10]([C:16]3[CH:21]=[CH:20][CH:19]=[CH:18][C:17]=3[F:22])[C:9]=2[CH:23]=1 |f:0.1|. Procedure details: A solution of 17.5 ml of hydrazine hydrate in 1.75 l of tetrahydrofuran is treated with 22 g of 7-chloro-5-(2-fluorophenyl)-1,3,4,5-tetrahydro-2H-1-benzazepine-2-thione. The solution is stirred under a stream of argon for 2 hours and then evaporated at 40° in vacuo. The residue is crystallized from ether and there is obtained 7-chloro-5-(2-fluorophenyl)-2-hydrazino-4,5-dihydro-2H-1-benzazepine of melting point 213°-215°. Reactants: C(C1=CC=CC=C1)OC([C@H](CC(=O)N1CC(C1)OC1=CC=C(C=C1)Cl)NC(=O)OC(C)(C)C)=O ((S)-2-tert-butoxycarbonylamino-4-[3-(4-chloro-phenoxy)-azetidin-1-yl]4-oxo-butyric acid benzyl ester), solution, [H-].[Al+3].[Li+].[H-].[H-].[H-] (lithium aluminium hydride). Solvent: C1CCOC1 (THF). Conditions: time 2 hour. Product: C(C)(C)(C)OC(N[C@@H](CCN1CC(C1)OC1=CC=C(C=C1)Cl)CO)=O ({(S)-3-[3-(4-chloro-phenoxy)-azetidin-1-yl]-1-hydroxymethyl-propyl}-carbamic acid tert-butyl ester). RXN SMILES: C([O:8][C:9](=O)[C@@H:10]([NH:26][C:27]([O:29][C:30]([CH3:33])([CH3:32])[CH3:31])=[O:28])[CH2:11][C:12]([N:14]1[CH2:17][CH:16]([O:18][C:19]2[CH:24]=[CH:23][C:22]([Cl:25])=[CH:21][CH:20]=2)[CH2:15]1)=O)C1C=CC=CC=1.[H-].[Al+3].[Li+].[H-].[H-].[H-]>C1COCC1>[C:30]([O:29][C:27](=[O:28])[NH:26][C@H:10]([CH2:9][OH:8])[CH2:11][CH2:12][N:14]1[CH2:15][CH:16]([O:18][C:19]2[CH:20]=[CH:21][C:22]([Cl:25])=[CH:23][CH:24]=2)[CH2:17]1)([CH3:31])([CH3:33])[CH3:32] |f:1.2.3.4.5.6|. Procedure: A solution of (S)-2-tert-butoxycarbonylamino-4-[3-(4-chloro-phenoxy)-azetidin-1-yl]4-oxo-butyric acid benzyl ester (1.0 g, 2.04 mmol) in dry THF (10 ml) is treated with a 1M solution of lithium aluminium hydride (5.1 ml) keeping the temperature between 20-30° C. using an ice-water bath. The reaction mixture is stirred at ambient temperature under argon for 2 hours, then quenched by addition of saturated aqueous Na2SO4 and filtered through a celite™ filter. The filtrate is partitioned between eth... Starting materials: C(C1=CC=CC=C1)N1C(=NC=2C(=NC=3C=CC=CC3C21)Cl)O (1-Benzyl-4-chloro-1H-imidazo[4,5-c]quinolin-2-ol), N (ammonia), solution. Solvent: CO (methanol). Reaction conditions: temperature 170 celsius. Yields the product NC1=NC=2C=CC=CC2C2=C1N=C(N2CC2=CC=CC=C2)O (4-amino-1-benzyl-1H-imidazo[4,5-c]quinolin-2-ol). RXN SMILES: [CH2:1]([N:8]1[C:20]2[C:19]3[CH:18]=[CH:17][CH:16]=[CH:15][C:14]=3[N:13]=[C:12](Cl)[C:11]=2[N:10]=[C:9]1[OH:22])[C:2]1[CH:7]=[CH:6][CH:5]=[CH:4][CH:3]=1.[NH3:23]>CO>[NH2:23][C:12]1[C:11]2[N:10]=[C:9]([OH:22])[N:8]([CH2:1][C:2]3[CH:7]=[CH:6][CH:5]=[CH:4][CH:3]=3)[C:20]=2[C:19]2[CH:18]=[CH:17][CH:16]=[CH:15][C:14]=2[N:13]=1. Procedure details: 1-Benzyl-4-chloro-1H-imidazo[4,5-c]quinolin-2-ol (approximately 1.1 g) and ammonia (approximately 100 mL of a 7 N solution in methanol) were added to a high-pressure vessel, which was sealed and heated in an oven at 170° C. for five days. The resulting solution was concentrated under reduced pressure, and the residue was purified by automated flash chromatography (silica cartridge, eluting with aqueous ammonium hydroxide:methanol:dichloromethane in a gradient from 0:0:100 to 0.2:4.8:95). A solid... Reactants: ClCCCS(=O)(=O)N1CCC(CC1)C1=NNC2=C(C=C(C=C12)C1=CC(=CC=C1)F)C(=O)N (3-{1-[(3-Chloropropyl)sulfonyl]-4-piperidinyl}-5-(3-fluorophenyl)-1H-indazole-7-carboxamide), C(=O)([O-])[O-].[K+].[K+] (K2CO3), OC1CCNCC1 (4-hydroxy piperidine). The solvent is CN(C)C=O (DMF). The product is FC=1C=C(C=CC1)C=1C=C2C(=NNC2=C(C1)C(=O)N)C1CCN(CC1)S(=O)(=O)CCCN1CCC(CC1)O (5-(3-fluorophenyl)-3-(1-{[3-(4-hydroxy-1-piperidinyl)propyl]sulfonyl}-4-piperidinyl)-1H-indazole-7-carboxamide). Yield: 26.6%. As a reaction SMILES: Cl[CH2:2][CH2:3][CH2:4][S:5]([N:8]1[CH2:13][CH2:12][CH:11]([C:14]2[C:22]3[C:17](=[C:18]([C:30]([NH2:32])=[O:31])[CH:19]=[C:20]([C:23]4[CH:28]=[CH:27][CH:26]=[C:25]([F:29])[CH:24]=4)[CH:21]=3)[NH:16][N:15]=2)[CH2:10][CH2:9]1)(=[O:7])=[O:6].C([O-])([O-])=O.[K+].[K+].[OH:39][CH:40]1[CH2:45][CH2:44][NH:43][CH2:42][CH2:41]1>CN(C=O)C>[F:29][C:25]1[CH:24]=[C:23]([C:20]2[CH:21]=[C:22]3[C:17](=[C:18]([C:30]([NH2:32])=[O:31])[CH:19]=2)[NH:16][N:15]=[C:14]3[CH:11]2[CH2:12][CH2:13][N:8]([S:5]([CH2:4][CH2:3][CH2:2][N:43]3[CH2:44][CH2:45][CH:40]([OH:39])[CH2:41][CH2:42]3)(=[O:7])=[O:6])[CH2:9][CH2:10]2)[CH:28]=[CH:27][CH:26]=1 |f:1.2.3|. Reported procedure: The title compound was prepared according to the general procedure of Example 38b. Thus, 3-{1-[(3-Chloropropyl)sulfonyl]-4-piperidinyl}-5-(3-fluorophenyl)-1H-indazole-7-carboxamide (Example 38a) (0.222 mmol) in DMF (4 mL) was reacted with K2CO3 (61 mg, 0.444 mmol) and 4-hydroxy piperidine (112 mg, 1.11 mmol) to afford the title compound (32.07 mg, 27% for 2 steps).